This data is from the Open Reaction Database (ORD), a public repository of structured organic reaction records. The task is: describe an organic reaction: reactants, conditions, products, and yield The reactants are CCO, COCOCc1ccc(-c2nccs2)cc1, Cl, O. Yields the product OCc1ccc(-c2nccs2)cc1. Reaction SMILES: [CH3:19][CH2:20][OH:21].[CH3:1][O:2][CH2:3][O:4][CH2:5][c:6]1[cH:7][cH:8][c:9](-[c:12]2[s:13][cH:14][cH:15][n:16]2)[cH:10][cH:11]1.[ClH:17].[OH2:18]>>[OH:4][CH2:5][c:6]1[cH:7][cH:8][c:9](-[c:12]2[s:13][cH:14][cH:15][n:16]2)[cH:10][cH:11]1. Reactants: C(C)(C)(C)OC(=O)NC(C(=O)N[C@@H](C(=O)OCC1=CC=CC=C1)CC1=CNC2=CC=CC=C12)(C)C ((R)-α-[(2-t-Butoxycarbonylamino-2-methyl-1-oxopropyl)amino]-1H-indole-3-propanoic acid, benzyl ester). Reagents/catalysts: [Pd] (palladium on carbon). The solvent is C(C)(=O)OCC (ethyl acetate). The product is C(C)(C)(C)OC(=O)NC(C(=O)N[C@@H](C(=O)O)CC1=CNC2=CC=CC=C12)(C)C ((R)-α-[(2-t-Butoxycarbonylamino-2-methyl-1-oxopropyl)amino]-1H-indole-3-propanoic acid). Yield: 102.1%. RXN SMILES: [C:1]([O:5][C:6]([NH:8][C:9]([CH3:35])([CH3:34])[C:10]([NH:12][C@H:13]([CH2:24][C:25]1[C:33]2[C:28](=[CH:29][CH:30]=[CH:31][CH:32]=2)[NH:27][CH:26]=1)[C:14]([O:16]CC1C=CC=CC=1)=[O:15])=[O:11])=[O:7])([CH3:4])([CH3:3])[CH3:2]>[Pd].C(OCC)(=O)C>[C:1]([O:5][C:6]([NH:8][C:9]([CH3:35])([CH3:34])[C:10]([NH:12][C@H:13]([CH2:24][C:25]1[C:33]2[C:28](=[CH:29][CH:30]=[CH:31][CH:32]=2)[NH:27][CH:26]=1)[C:14]([OH:16])=[O:15])=[O:11])=[O:7])([CH3:4])([CH3:2])[CH3:3]. Procedure details: The benzyl ester (0.82 g, 1.71 mmol) obtained in Step C and 10% palladium on carbon (150 mg) were stirred together in ethyl acetate (5 mL). The solution was degassed and a hydrogen atmosphere introduced over the reactants using a balloon for 32 hours. The reaction products were isolated by filtering the reaction mixture through a Celite plug. The plug was washed with additional ethyl acetate (3×10 mL). The combined filtrates were evaporated under vacuum to afford the product (680 mg, 102%). 1H N... The reactants are NN1C(C2=CC=CC=C2C(=N1)N1CCOCC1)=O (2-amino-4-morpholinophthalazin-1(2H)-one), FC(C1=CC=C(C=C1)CC(=O)O)(F)F (2-[4-(trifluoromethyl)phenyl]acetic acid). The product is N1(CCOCC1)C1=NN(C(C2=CC=CC=C12)=O)NC(CC1=CC=C(C=C1)C(F)(F)F)=O (N-[4-(morpholin-4-yl)-1-oxophthalazin-2(1H)-yl]-2-[4-(trifluoromethyl)phenyl]acetamide). Reaction SMILES: [NH2:1][N:2]1[N:11]=[C:10]([N:12]2[CH2:17][CH2:16][O:15][CH2:14][CH2:13]2)[C:9]2[C:4](=[CH:5][CH:6]=[CH:7][CH:8]=2)[C:3]1=[O:18].[F:19][C:20]([F:32])([F:31])[C:21]1[CH:26]=[CH:25][C:24]([CH2:27][C:28](O)=[O:29])=[CH:23][CH:22]=1>>[N:12]1([C:10]2[C:9]3[C:4](=[CH:5][CH:6]=[CH:7][CH:8]=3)[C:3](=[O:18])[N:2]([NH:1][C:28](=[O:29])[CH2:27][C:24]3[CH:23]=[CH:22][C:21]([C:20]([F:31])([F:19])[F:32])=[CH:26][CH:25]=3)[N:11]=2)[CH2:17][CH2:16][O:15][CH2:14][CH2:13]1. Procedure details: The product of Example 1B and 2-[4-(trifluoromethyl)phenyl]acetic acid were treated using a method similar to that described in Example 111 to give the title compound. 1H NMR (500 MHz, DMSO-d6/Deuterium Oxide) δ ppm 8.31 (d, J=7.3 Hz, 1H), 8.04 (d, J=8.0 Hz, 1H), 7.97-8.01 (m, 1H), 7.89-7.93 (m, 1H), 7.72-7.75 (m, 2H), 7.60-7.62 (m, 2H), 3.80-3.83 (m, 6H), 3.03-3.14 (m, 4H); MS (ESI−) M/Z 431 (M−H)−.